Task: describe an organic reaction: reactants, conditions, products, and yield. Dataset: the Open Reaction Database (ORD), a public repository of structured organic reaction records The reactants are BrC1=NNC(=C1Br)Br (3,4,5-tribromopyrazole), [OH-].[Na+] (sodium hydroxide), S(=O)(=O)(OC)OC (dimethyl sulfate), S(=O)(=O)(OC)OC (dimethyl sulfate). Run at time 10 minute. Yields the product BrC1=NN(C(=C1Br)Br)C (3,4,5-Tribromo-1-methylpyrazole). As a reaction SMILES: [Br:1][C:2]1[C:6]([Br:7])=[C:5]([Br:8])[NH:4][N:3]=1.[OH-].[Na+].S(OC)(O[CH3:15])(=O)=O>>[Br:1][C:2]1[C:6]([Br:7])=[C:5]([Br:8])[N:4]([CH3:15])[N:3]=1 |f:1.2|. Procedure: To 3,4,5-tribromopyrazole (4.5 g, 0.15 mole) in 3N aqueous sodium hydroxide (6 g, 0.15 mole) is added at room temperature with stirring dimethyl sulfate (19 g, 0.15 mole). After 10 minutes a solid separates out. An additional gram of dimethyl sulfate is added and the mixture is stirred for 3 days, filtered and the precipitate water washed and air dried to yield 33 g (73%), mp 85° C. to 86° C. Crystallization from cyclohexane yields desired solid product whose melting point ranges from about 90° ... The reactants are ClC(Cl)Cl, [Na+], [Na+], CC1(CO)CCCN1C(=O)OCc1ccccc1, O=S([O-])([O-])=S, c1ccncc1. The product is CC1(C=O)CCCN1C(=O)OCc1ccccc1. As a reaction SMILES: [CH:32]([Cl:33])([Cl:34])[Cl:35].[Na+:30].[Na+:31].[OH:1][CH2:2][C:3]1([CH3:18])[N:4]([C:8](=[O:9])[O:10][CH2:11][c:12]2[cH:13][cH:14][cH:15][cH:16][cH:17]2)[CH2:5][CH2:6][CH2:7]1.[S:25]([O-:26])([O-:27])(=[O:28])=[S:29].[cH:19]1[cH:20][cH:21][n:22][cH:23][cH:24]1>>[O:1]=[CH:2][C:3]1([CH3:18])[N:4]([C:8](=[O:9])[O:10][CH2:11][c:12]2[cH:13][cH:14][cH:15][cH:16][cH:17]2)[CH2:5][CH2:6][CH2:7]1. Reactants: O=C([O-])O, CNC1=CCN(NC)C=C1, CC(=O)OC(C)=O, Cc1ccccc1, CCOCC, CCCCCC, CCCCCn1ncc2c(N)c3c(nc21)CN(CCC)C3=O, [Na+], O. Yields the product CCCCCn1ncc2c(NC(C)=O)c3c(nc21)CN(CCC)C3=O. RXN SMILES: [C:40](=[O:41])([OH:42])[O-:43].[CH3:23][NH:24][N:25]1[CH:26]=[CH:27][C:28]([NH:29][CH3:30])=[CH:31][CH2:32]1.[CH3:33][C:34](=[O:35])[O:36][C:37](=[O:38])[CH3:39].[CH3:45][c:46]1[cH:47][cH:48][cH:49][cH:50][cH:51]1.[CH3:52][CH2:53][O:54][CH2:55][CH3:56].[CH3:57][CH2:58][CH2:59][CH2:60][CH2:61][CH3:62].[NH2:1][c:2]1[c:3]2[c:4]([n:5][c:6]3[c:7]1[C:8](=[O:14])[N:9]([CH2:11][CH2:12][CH3:13])[CH2:10]3)[n:15]([CH2:18][CH2:19][CH2:20][CH2:21][CH3:22])[n:16][cH:17]2.[Na+:44].[OH2:63]>>[NH:1]([c:2]1[c:3]2[c:4]([n:5][c:6]3[c:7]1[C:8](=[O:14])[N:9]([CH2:11][CH2:12][CH3:13])[CH2:10]3)[n:15]([CH2:18][CH2:19][CH2:20][CH2:21][CH3:22])[n:16][cH:17]2)[C:34]([CH3:33])=[O:35].